From a dataset of the Open Reaction Database (ORD), a public repository of structured organic reaction records. describe an organic reaction: reactants, conditions, products, and yield Reactants: Cl.OCC(C(=O)O)(CCCN)N (2-Hydroxymethyl-2,5-diaminopentanoic acid hydrochloride), CO (methanol), Cl (hydrogen chloride), Cl (hydrogen chloride). The product is Cl.Cl.OCC(C(=O)OC)(CCCN)N (methyl 2-hydroxymethyl-2,5-diaminopentanoate dihydrochloride). RXN SMILES: [ClH:1].[OH:2][CH2:3][C:4]([NH2:12])([CH2:8][CH2:9][CH2:10][NH2:11])[C:5]([OH:7])=[O:6].Cl.[CH3:14]O>>[ClH:1].[ClH:1].[OH:2][CH2:3][C:4]([NH2:12])([CH2:8][CH2:9][CH2:10][NH2:11])[C:5]([O:7][CH3:14])=[O:6] |f:0.1,4.5.6|. Procedure details: 2-Hydroxymethyl-2,5-diaminopentanoic acid hydrochloride (5 g or 2.5×10-2 mol) is suspended in 75 ml of absolute methanol and the solution is saturated with dry hydrogen chloride. The homogenous solution is then heated under reflux for 48 hours. The reaction mixture is regularly saturated with dry hydrogen chloride. The solvent is evaporated under reduced pressure and the hygroscopic residue is dried under high vacuo (6.2 g) to give methyl 2-hydroxymethyl-2,5-diaminopentanoate dihydrochloride. Th... Starting materials: Cl.NC1=C(C=C(C=C1)NC(=N)N)[N+](=O)[O-] (N-(4-amino-3-nitrophenyl)guanidine hydrochloride), O1CCCC1 (tetrahydrofuran). The reagents and catalysts are [Pd] (palladium on carbon). Solvent: CO (methanol). Product: Cl.NC=1C=C(C=CC1N)NC(=N)N (N-(3,4-diaminophenyl)guanidine hydrochloride). The yield is 98.6%. Reaction SMILES: [ClH:1].[NH2:2][C:3]1[CH:8]=[CH:7][C:6]([NH:9][C:10]([NH2:12])=[NH:11])=[CH:5][C:4]=1[N+:13]([O-])=O.O1CCCC1>[Pd].CO>[ClH:1].[NH2:13][C:4]1[CH:5]=[C:6]([NH:9][C:10]([NH2:12])=[NH:11])[CH:7]=[CH:8][C:3]=1[NH2:2] |f:0.1,5.6|. Procedure details: A mixture comprising N-(4-amino-3-nitrophenyl)guanidine hydrochloride (12.0 g, 51.8 mmol), 10% palladium on carbon (1.0 g), tetrahydrofuran (100 mL) and methanol (100 mL) was hydrogenated at one atmosphere, filtered and concentration in vacuo to provide N-(3,4-diaminophenyl)guanidine hydrochloride (10.3 g, 98% yield) as a dark solid; 1H-NMR (300 MHz, DMSO-d6): 9.4 (s), 7.2 (s), 6.5 (d), 6.3 (s), 6.2 (d), 4.7 (s). The reactants are C1(=CC=CC=C1)COC(=O)NC(C(=O)OCCCNC(=O)C1OC2=C(C(=CC=C2CC1)OCCCOC1=C(C=C(C(=C1)OCC1=CC=CC=C1)C1=CC=C(C=C1)F)CC)CCC)C (3-((7-(3-(2-ethyl-4-(4-fluorophenyl)-5-(phenylmethyloxy)phenoxy)propoxy)-8-propylchroman-2-yl)carbonylamino)propyl 2-((phenylmethoxy)carbonylamino)propanoate). Reagents/catalysts: [Pd] (Pd/C). Run in CO.C(Cl)(Cl)Cl (methanol chloroform). The product is NC(C(=O)OCCCNC(=O)C1OC2=C(C(=CC=C2CC1)OCCCOC1=CC(=C(C=C1CC)C1=CC=C(C=C1)F)O)CCC)C (3-((7-(3-(6-ethyl-4-(4-fluorophenyl)-3-hydroxyphenoxy)propoxy)-8-propylchroman-2-yl)carbonylamino)propyl 2-aminopropanoate). The yield is 95.2%. As a reaction SMILES: C1(COC([NH:11][CH:12]([CH3:63])[C:13]([O:15][CH2:16][CH2:17][CH2:18][NH:19][C:20]([CH:22]2[CH2:31][CH2:30][C:29]3[C:24](=[C:25]([CH2:60][CH2:61][CH3:62])[C:26]([O:32][CH2:33][CH2:34][CH2:35][O:36][C:37]4[CH:42]=[C:41]([O:43]CC5C=CC=CC=5)[C:40]([C:51]5[CH:56]=[CH:55][C:54]([F:57])=[CH:53][CH:52]=5)=[CH:39][C:38]=4[CH2:58][CH3:59])=[CH:27][CH:28]=3)[O:23]2)=[O:21])=[O:14])=O)C=CC=CC=1>CO.C(Cl)(Cl)Cl.[Pd]>[NH2:11][CH:12]([CH3:63])[C:13]([O:15][CH2:16][CH2:17][CH2:18][NH:19][C:20]([CH:22]1[CH2:31][CH2:30][C:29]2[C:24](=[C:25]([CH2:60][CH2:61][CH3:62])[C:26]([O:32][CH2:33][CH2:34][CH2:35][O:36][C:37]3[C:38]([CH2:58][CH3:59])=[CH:39][C:40]([C:51]4[CH:56]=[CH:55][C:54]([F:57])=[CH:53][CH:52]=4)=[C:41]([OH:43])[CH:42]=3)=[CH:27][CH:28]=2)[O:23]1)=[O:21])=[O:14] |f:1.2|. Procedure: 3-((7-(3-(2-ethyl-4-(4-fluorophenyl)-5-(phenylmethyloxy)phenoxy)propoxy)-8-propylchroman-2-yl)carbonylamino)propyl 2-((phenylmethoxy)carbonylamino)propanoate (125 mg) is dissolved in methanol/chloroform (2:1, 7 mL) with 50 mg 10% Pd/C catalyst. Hydrogen gas is bubbled in for 3 hours, when the mixture is filtered through Celite® and concentrated to yield 88 mg of product as a white crunchy foam. Mass Spec (EI) m/z=637.5 (M+H) The reactants are C=1C=CC(=C(C1)C=2N=C(N(N2)C=3C=CC(=CC3)C(=O)O)C=4C=CC=CC4O)O (Deferasirox), C(C=1C(O)=CC=CC1)(=O)Cl (salicyloyl chloride), C(C=1C(O)=CC=CC1)(=O)N (salicylamide). Product: OC1=C(C=CC=C1)C=1OC2=C(C(N1)=O)C=CC=C2 (2-(2-hydroxyphenyl)benz[e][1,3]oxazin-4-one). As a reaction SMILES: [CH:1]1[CH:2]=[CH:3][C:4]([OH:28])=[C:5]([C:7]2[N:8]=[C:9]([C:21]3[CH:22]=[CH:23][CH:24]=[CH:25][C:26]=3[OH:27])N(C3C=CC(C(O)=O)=CC=3)N=2)[CH:6]=1.C(Cl)(=O)C1C(=CC=CC=1)[OH:32].C(N)(=O)C1C(=CC=CC=1)O>>[OH:28][C:4]1[CH:3]=[CH:2][CH:1]=[CH:6][C:5]=1[C:7]1[O:27][C:26]2[CH:25]=[CH:24][CH:23]=[CH:22][C:21]=2[C:9](=[O:32])[N:8]=1. Procedure: U.S. Pat. No. 6,465,504 discloses a process for preparing Deferasirox wherein the process includes reacting salicyloyl chloride with salicylamide at 170° C. to obtain 2-(2-hydroxyphenyl)benz[e][1,3]oxazin-4-one, and further crystallization in ethanol to obtain slight yellow color crystals of 2-(2-hydroxyphenyl)benz[e][1,3]oxazin-4-one. 2-(2-hydroxyphenyl)benz[e][1,3]oxazin-4-one which is further reacted with 4-hydrazinebenzoic acid in presence of ethanol to give Deferasirox. Major drawback of th...